describe an organic reaction: reactants, conditions, products, and yield From a dataset of the Open Reaction Database (ORD), a public repository of structured organic reaction records. Starting materials: CN=C=S, CCO, Nc1ccc(Oc2ccc3c(c2)CCC(c2ccccc2)O3)nc1. The product is CNC(=S)Nc1ccc(Oc2ccc3c(c2)CCC(c2ccccc2)O3)nc1. Reaction SMILES: [CH3:25][N:26]=[C:27]=[S:28].[CH3:29][CH2:30][OH:31].[c:1]1([CH:7]2[O:8][c:9]3[cH:10][cH:11][c:12]([O:17][c:18]4[cH:19][cH:20][c:21]([NH2:24])[cH:22][n:23]4)[cH:13][c:14]3[CH2:15][CH2:16]2)[cH:2][cH:3][cH:4][cH:5][cH:6]1>>[c:1]1([CH:7]2[O:8][c:9]3[cH:10][cH:11][c:12]([O:17][c:18]4[cH:19][cH:20][c:21]([NH:24][C:27]([NH:26][CH3:25])=[S:28])[cH:22][n:23]4)[cH:13][c:14]3[CH2:15][CH2:16]2)[cH:2][cH:3][cH:4][cH:5][cH:6]1.